Dataset: the Open Reaction Database (ORD), a public repository of structured organic reaction records. Task: describe an organic reaction: reactants, conditions, products, and yield Reactants: COC1CN(c2cccc(Cc3ccccc3)n2)CC1O, CN(C)C=O, O=C1CCC(=O)N1I, [Na+], [Na+], O=S([O-])[O-]. The product is COC1CN(c2ccc(I)c(Cc3ccccc3)n2)CC1O. As a reaction SMILES: [CH2:1]([c:2]1[cH:3][cH:4][cH:5][cH:6][cH:7]1)[c:8]1[n:9][c:10]([N:14]2[CH2:15][CH:16]([OH:21])[CH:17]([O:19][CH3:20])[CH2:18]2)[cH:11][cH:12][cH:13]1.[CH3:36][N:37]([CH3:38])[CH:39]=[O:40].[I:22][N:23]1[C:24](=[O:25])[CH2:26][CH2:27][C:28]1=[O:29].[Na+:34].[Na+:35].[S:30]([O-:31])([O-:32])=[O:33]>>[CH2:1]([c:2]1[cH:3][cH:4][cH:5][cH:6][cH:7]1)[c:8]1[n:9][c:10]([N:14]2[CH2:15][CH:16]([OH:21])[CH:17]([O:19][CH3:20])[CH2:18]2)[cH:11][cH:12][c:13]1[I:22]. The reactants are CCO, Cc1ccc2c(C)nc(C(=O)O)cc2c1, [K+], [OH-]. Product: Cc1ccc2cnc(C(=O)O)cc2c1. RXN SMILES: [CH3:18][CH2:19][OH:20].[CH3:1][c:2]1[n:3][c:4]([C:13](=[O:14])[OH:15])[cH:5][c:6]2[cH:7][c:8]([CH3:12])[cH:9][cH:10][c:11]12.[K+:17].[OH-:16]>>[cH:2]1[n:3][c:4]([C:13](=[O:14])[OH:15])[cH:5][c:6]2[cH:7][c:8]([CH3:12])[cH:9][cH:10][c:11]12. Reactants: C(C)(C)(C)O[C@H](C(=O)OCC)C1=C(C2=CC=C(C=C2C=C1C)C1=CC=NC=C1)C1=CC=C(C=C1)Cl ((S)-ethyl 2-tert-butoxy-2-(1-(4-chlorophenyl)-3-methyl-6-(pyridin-4-yl)naphthalen-2-yl)acetate), O[Li].O (LiOH.H2O). The solvent is CN(C)C=O (DMF), C1CCOC1.CO.O (THF MeOH H2O). Conditions: temperature 50 celsius. Product: C(C)(C)(C)O[C@H](C(=O)O)C1=C(C2=CC=C(C=C2C=C1C)C1=CC=NC=C1)C1=CC=C(C=C1)Cl ((S)-2-tert-butoxy-2-(1-(4-chlorophenyl)-3-methyl-6-(pyridin-4-yl)naphthalen-2-yl)acetic acid). Isolated yield 51.9%. Reaction SMILES: [C:1]([O:5][C@@H:6]([C:12]1[C:21]([CH3:22])=[CH:20][C:19]2[C:14](=[CH:15][CH:16]=[C:17]([C:23]3[CH:28]=[CH:27][N:26]=[CH:25][CH:24]=3)[CH:18]=2)[C:13]=1[C:29]1[CH:34]=[CH:33][C:32]([Cl:35])=[CH:31][CH:30]=1)[C:7]([O:9]CC)=[O:8])([CH3:4])([CH3:3])[CH3:2].O[Li].O>C1COCC1.CO.O.CN(C=O)C>[C:1]([O:5][C@@H:6]([C:12]1[C:21]([CH3:22])=[CH:20][C:19]2[C:14](=[CH:15][CH:16]=[C:17]([C:23]3[CH:24]=[CH:25][N:26]=[CH:27][CH:28]=3)[CH:18]=2)[C:13]=1[C:29]1[CH:34]=[CH:33][C:32]([Cl:35])=[CH:31][CH:30]=1)[C:7]([OH:9])=[O:8])([CH3:4])([CH3:2])[CH3:3] |f:1.2,3.4.5|. Reported procedure: A solution (S)-ethyl 2-tert-butoxy-2-(1-(4-chlorophenyl)-3-methyl-6-(pyridin-4-yl)naphthalen-2-yl)acetate (0.043 g, 0.088 mmol) in THF/MeOH/H2O (1 mL each) was treated with LiOH.H2O (0.025 g, 0.59 mmol) and heated to 50° C. overnight. The resulting solution was diluted with DMF and purified by preparatory reverse phase HPLC (Gemini column, 15 to 100% MeCN/H2O, 0.1% TFA). Lyophilization of appropriate fractions afforded 0.021 g of 53 as an off-white amorphous powder. 1H-NMR: 400 MHz, (CD3CN) δ: 8... Starting materials: FC1=CC=C(C=C1)N1N=CC2=CC(=CC=C12)OC(C(=O)OC)C1=CC=CC=C1 (methyl 2-(1-(4-fluorophenyl)-1H-indazol-5-yloxy)-2-phenylacetate), N (NH3). Reaction conditions: time 8 hour. The product is FC1=CC=C(C=C1)N1N=CC2=CC(=CC=C12)OC(C(=O)N)C1=CC=CC=C1 (2-(1-(4-Fluorophenyl)-1H-indazol-5-yloxy)-2-phenylacetamide). As a reaction SMILES: [F:1][C:2]1[CH:7]=[CH:6][C:5]([N:8]2[C:16]3[C:11](=[CH:12][C:13]([O:17][CH:18]([C:23]4[CH:28]=[CH:27][CH:26]=[CH:25][CH:24]=4)[C:19]([O:21]C)=O)=[CH:14][CH:15]=3)[CH:10]=[N:9]2)=[CH:4][CH:3]=1.[NH3:29]>>[F:1][C:2]1[CH:7]=[CH:6][C:5]([N:8]2[C:16]3[C:11](=[CH:12][C:13]([O:17][CH:18]([C:23]4[CH:28]=[CH:27][CH:26]=[CH:25][CH:24]=4)[C:19]([NH2:29])=[O:21])=[CH:14][CH:15]=3)[CH:10]=[N:9]2)=[CH:4][CH:3]=1. Reported procedure: A suspension of methyl 2-(1-(4-fluorophenyl)-1H-indazol-5-yloxy)-2-phenylacetate (137c, 75 mg, 200 μmol) in methanolic NH3 (7 M, 1 ml) was stirred at r.t. overnight to give a clear solution. Then the solvent was removed in vacuo, and the crude product was freeze-dried go give white solid material, 60 mg (83%). The reactants are O=C(n1ccnc1)n1ccnc1, O=C(O)Cc1ccc(Cl)c(Cl)c1, ClCCl, OC1CCC(CN2CCCC2)NC1. Yields the product O=C(Cc1ccc(Cl)c(Cl)c1)N1CC(O)CCC1CN1CCCC1. RXN SMILES: [C:13]([n:14]1[cH:15][cH:16][n:17][cH:18]1)([n:19]1[cH:20][cH:21][n:22][cH:23]1)=[O:24].[Cl:1][c:2]1[cH:3][c:4]([CH2:9][C:10](=[O:11])[OH:12])[cH:5][cH:6][c:7]1[Cl:8].[Cl:38][CH2:39][Cl:40].[N:25]1([CH2:30][CH:31]2[CH2:32][CH2:33][CH:34]([OH:37])[CH2:35][NH:36]2)[CH2:26][CH2:27][CH2:28][CH2:29]1>>[Cl:1][c:2]1[cH:3][c:4]([CH2:9][C:10](=[O:12])[N:36]2[CH:31]([CH2:30][N:25]3[CH2:26][CH2:27][CH2:28][CH2:29]3)[CH2:32][CH2:33][CH:34]([OH:37])[CH2:35]2)[cH:5][cH:6][c:7]1[Cl:8].